Dataset: the Open Reaction Database (ORD), a public repository of structured organic reaction records. Task: describe an organic reaction: reactants, conditions, products, and yield Reactants: ClC1=C(C=CC(=C1)Cl)NC1=NC2=C(N1CCC(=O)OCC)C(=CC=C2)N(CC)CC (Ethyl 3-[2-[(2,4-dichlorophenyl)amino]-7-(diethylamino)-1H-benzimidazol-1-yl]propanoate), resultant mixture, [BH4-].[Li+] (lithium borohydride), resultant mixture. Solvent: C(O)([O-])=O.[Na+] (sodium hydrogen carbonate), O1CCCC1 (tetrahydrofuran), [Cl-].[NH4+] (ammonium chloride). Run at temperature 0 celsius, time 30 minute. Product: ClC1=C(C=CC(=C1)Cl)NC1=NC2=C(N1CCCO)C(=CC=C2)N(CC)CC (3-[2-[(2,4-Dichlorophenyl)amino]-7-(diethylamino)-1H-benzimidazol-1-yl]propan-1-ol). The yield is 25.4%. RXN SMILES: [BH4-].[Li+].[Cl:3][C:4]1[CH:9]=[C:8]([Cl:10])[CH:7]=[CH:6][C:5]=1[NH:11][C:12]1[N:16]([CH2:17][CH2:18][C:19](OCC)=[O:20])[C:15]2[C:24]([N:28]([CH2:31][CH3:32])[CH2:29][CH3:30])=[CH:25][CH:26]=[CH:27][C:14]=2[N:13]=1>O1CCCC1.[Cl-].[NH4+].C(=O)([O-])O.[Na+]>[Cl:3][C:4]1[CH:9]=[C:8]([Cl:10])[CH:7]=[CH:6][C:5]=1[NH:11][C:12]1[N:16]([CH2:17][CH2:18][CH2:19][OH:20])[C:15]2[C:24]([N:28]([CH2:31][CH3:32])[CH2:29][CH3:30])=[CH:25][CH:26]=[CH:27][C:14]=2[N:13]=1 |f:0.1,4.5,6.7|. Reported procedure: To a suspension of lithium borohydride (22.5 mg, 1.03 mmol) in tetrahydrofuran (3.5 mL) was added ethyl 3-[2-[(2,4-dichlorophenyl)amino]-7-(diethylamino)-1H-benzimidazol-1-yl]propanoate (Reference Example 28; 155 mg, 0.345 mmol) at 0° C. After the resultant mixture was stirred at room temperature for 20 hr, the mixture was diluted with aqueous ammonium chloride at 0° C. and stirred at 0° C. for 30 min. The resultant mixture was diluted with aqueous sodium hydrogen carbonate and extracted with et... Reactants: ice water, BrC1=NC=CC=C1O (2-bromo-3-pyridinol), C([O-])([O-])=O.[K+].[K+] (potassium carbonate), Cl.ClCC1=NC=CC(=C1)C (2-(chloromethyl)-4-methylpyridine hydrochloride). Run in CN(C)C=O (DMF). Reaction conditions: time 20 minute. Yields the product BrC1=NC=CC=C1OCC1=NC=CC(=C1)C (2-bromo-3-{[(4-methyl-2-pyridinyl)methyl]oxy}pyridine). Reaction SMILES: [Br:1][C:2]1[C:7]([OH:8])=[CH:6][CH:5]=[CH:4][N:3]=1.C(=O)([O-])[O-].[K+].[K+].Cl.Cl[CH2:17][C:18]1[CH:23]=[C:22]([CH3:24])[CH:21]=[CH:20][N:19]=1>CN(C=O)C>[Br:1][C:2]1[C:7]([O:8][CH2:17][C:18]2[CH:23]=[C:22]([CH3:24])[CH:21]=[CH:20][N:19]=2)=[CH:6][CH:5]=[CH:4][N:3]=1 |f:1.2.3,4.5|. Procedure details: A mixture of 2-bromo-3-pyridinol (commercially available, e.g. from Aldrich) (2.9 g) and potassium carbonate (6.94 g) in DMF (25 ml) was stirred for 20 min before adding 2-(chloromethyl)-4-methylpyridine hydrochloride (for preparation see WO 2008/141011) (3 g). This was stirred at room temperature overnight. The reaction mixture was poured into ice/water and the solid formed was collected by filtration, washed with hexane and dried to give the title compound, 2.87 g (61%). Starting materials: [BH4-], CCOCCCN, CO, CC(=O)O, COC(OC)OC, CC(C)c1ccc(C=O)cc1, ClCCl. Product: CCOCCCNCc1ccc(C(C)C)cc1. As a reaction SMILES: [BH4-:26].[CH2:19]([CH3:20])[O:21][CH2:22][CH2:23][CH2:24][NH2:25].[CH3:27][OH:28].[CH3:32][C:33](=[O:34])[OH:35].[CH:12]([O:13][CH3:14])([O:15][CH3:16])[O:17][CH3:18].[CH:1]([CH3:2])([CH3:3])[c:4]1[cH:5][cH:6][c:7]([CH:8]=[O:9])[cH:10][cH:11]1.[Cl:29][CH2:30][Cl:31]>>[CH:1]([CH3:2])([CH3:3])[c:4]1[cH:5][cH:6][c:7]([CH2:8][NH:25][CH2:24][CH2:23][CH2:22][O:21][CH2:19][CH3:20])[cH:10][cH:11]1.